describe an organic reaction: reactants, conditions, products, and yield From a dataset of the Open Reaction Database (ORD), a public repository of structured organic reaction records. Starting materials: Br.ClCCC1=CC=C(C=C1)C=1N=C(SC1)C (4-(4-(2-chloroethyl)phenyl)-2-methylthiazole hydrobromide), Cl.FC(C=1C=C(C=CC1)N1CCNCC1)(F)F (N-(3-trifluoromethylphenyl)piperazine hydrochloride), C(C)(C)N(CC)C(C)C (diisopropylethylamine), C([O-])([O-])=O.[Na+].[Na+] (sodium carbonate), [I-].[Na+] (sodium iodide). Run in CC(=O)CC(C)C (methylisobutylketone). The product is FC(C=1C=C(C=CC1)N1CCN(CC1)CCC1=CC=C(C=C1)C=1N=C(SC1)C)(F)F (4-(4-(2-(4-(3-Trifluoromethylphenyl)piperazinyl)ethyl)phenyl)-2-methylthiazole). Reaction SMILES: Br.Cl[CH2:3][CH2:4][C:5]1[CH:10]=[CH:9][C:8]([C:11]2[N:12]=[C:13]([CH3:16])[S:14][CH:15]=2)=[CH:7][CH:6]=1.Cl.[F:18][C:19]([F:33])([F:32])[C:20]1[CH:21]=[C:22]([N:26]2[CH2:31][CH2:30][NH:29][CH2:28][CH2:27]2)[CH:23]=[CH:24][CH:25]=1.C(N(C(C)C)CC)(C)C.C(=O)([O-])[O-].[Na+].[Na+].[I-].[Na+]>CC(CC(C)C)=O>[F:33][C:19]([F:18])([F:32])[C:20]1[CH:21]=[C:22]([N:26]2[CH2:31][CH2:30][N:29]([CH2:3][CH2:4][C:5]3[CH:10]=[CH:9][C:8]([C:11]4[N:12]=[C:13]([CH3:16])[S:14][CH:15]=4)=[CH:7][CH:6]=3)[CH2:28][CH2:27]2)[CH:23]=[CH:24][CH:25]=1 |f:0.1,2.3,5.6.7,8.9|. Reported procedure: To a 125 ml round-bottomed flask equipped with condenser and N2 inlet were added 2.39 g (7.5 mmol) of 4-(4-(2-chloroethyl)phenyl)-2-methylthiazole hydrobromide, 2.0 g (7.5 mmol) of N-(3-trifluoromethylphenyl)piperazine hydrochloride, 2.62 ml (15.0 mmol) of diisopropylethylamine, 1.59 g (15.0 mmol) of sodium carbonate, 5 mg of sodium iodide, and 50 ml of methylisobutylketone. The reaction was heated at reflux for 4.5 days, filtered hot to remove inorganic material, cooled, and the precipitate fil... Starting materials: C(C)N (ethylamine), NC(=O)CC1=C(OC(C(=O)OC(C)(C)C)(C)C)C=CC=C1 (tert-Butyl 2-[2-(aminocarbonylmethyl)phenoxy]-2-methylpropionate), Cl (hydrochloric acid), resultant mixture, C(C)(=O)OCC (Ethyl acetate). Solvent: C1CCOC1 (THF), O1CCCC1 (tetrahydrofuran). Reaction conditions: temperature 50 celsius, time 3 hour. The product is NCCC1=C(OC(C(=O)OC(C)(C)C)(C)C)C=CC=C1 (tert-Butyl 2-[2-(2-aminoethyl)phenoxy]-2-methylpropionate). As a reaction SMILES: [NH2:1][C:2]([CH2:4][C:5]1[CH:21]=[CH:20][CH:19]=[CH:18][C:6]=1[O:7][C:8]([CH3:17])([CH3:16])[C:9]([O:11][C:12]([CH3:15])([CH3:14])[CH3:13])=[O:10])=O.Cl.C(N)C.C(OCC)(=O)C>O1CCCC1>[NH2:1][CH2:2][CH2:4][C:5]1[CH:21]=[CH:20][CH:19]=[CH:18][C:6]=1[O:7][C:8]([CH3:16])([CH3:17])[C:9]([O:11][C:12]([CH3:13])([CH3:14])[CH3:15])=[O:10]. Procedure details: tert-Butyl 2-[2-(aminocarbonylmethyl)phenoxy]-2-methylpropionate (1.4 g, 4.87 mmol) was dissolved in tetrahydrofuran (5.0 mL). Subsequently, under nitrogen atmosphere, borane-THF complex in THF solution [1,0M BH3-THF in THF (14.6 mL, 14.6 mmol)] was added thereto, the mixture was stirred for three hours at 50° C. Thereafter, concentrated hydrochloric acid was gradually added thereto at 0° C. The resultant mixture was stirred for one hour at room temperature and made basic with an aqueous ethylam...